From a dataset of the Open Reaction Database (ORD), a public repository of structured organic reaction records. describe an organic reaction: reactants, conditions, products, and yield Starting materials: CCCC[N+](CCCC)(CCCC)CCCC, C[Si](C)(C)Cl, ClCCl, O=N[O-], Nc1nc(-c2cccc(Cn3nc(-c4cc(F)cc(F)c4)ccc3=O)c2)no1. The product is O=c1ccc(-c2cc(F)cc(F)c2)nn1Cc1cccc(-c2noc(Cl)n2)c1. RXN SMILES: [CH2:40]([N+:41]([CH2:42][CH2:43][CH2:44][CH3:45])([CH2:46][CH2:47][CH2:48][CH3:49])[CH2:50][CH2:51][CH2:52][CH3:53])[CH2:54][CH2:55][CH3:56].[CH3:1][Si:2]([Cl:3])([CH3:4])[CH3:5].[Cl:34][CH2:35][Cl:36].[N:37]([O-:38])=[O:39].[NH2:6][c:7]1[n:8][c:9](-[c:12]2[cH:13][c:14]([CH2:15][n:16]3[n:17][c:18](-[c:23]4[cH:24][c:25]([F:30])[cH:26][c:27]([F:29])[cH:28]4)[cH:19][cH:20][c:21]3=[O:22])[cH:31][cH:32][cH:33]2)[n:10][o:11]1>>[Cl:3][c:7]1[n:8][c:9](-[c:12]2[cH:13][c:14]([CH2:15][n:16]3[n:17][c:18](-[c:23]4[cH:24][c:25]([F:30])[cH:26][c:27]([F:29])[cH:28]4)[cH:19][cH:20][c:21]3=[O:22])[cH:31][cH:32][cH:33]2)[n:10][o:11]1. Reactants: P(=O)([O-])([O-])[O-].[K+].[K+].[K+] (potassium phosphate), BrC=1C(=NOC1C1=CC=C(C=C1)Cl)C(=O)NC1CCCC1 (4-bromo-5-(4-chlorophenyl)-N-cyclopentylisoxazole-3-carboxamide), C1(CC1)B(O)O (cyclopropylboronic acid), C1(CCCCC1)P(C1CCCCC1)C1CCCCC1 (tricyclohexylphosphine). Reagents/catalysts: C(C)(=O)[O-].[Pd+2].C(C)(=O)[O-] (palladium(II) acetate). Run in C1(=CC=CC=C1)C (toluene). Conditions: temperature 100 celsius. The product is ClC1=CC=C(C=C1)C1=C(C(=NO1)C(=O)NC1CCCC1)C1CC1 (5-(4-Chlorophenyl)-N-cyclopentyl-4-cyclopropylisoxazole-3-carboxamide). Reaction SMILES: Br[C:2]1[C:3]([C:14]([NH:16][CH:17]2[CH2:21][CH2:20][CH2:19][CH2:18]2)=[O:15])=[N:4][O:5][C:6]=1[C:7]1[CH:12]=[CH:11][C:10]([Cl:13])=[CH:9][CH:8]=1.[CH:22]1(B(O)O)[CH2:24][CH2:23]1.C1(P(C2CCCCC2)C2CCCCC2)CCCCC1.P([O-])([O-])([O-])=O.[K+].[K+].[K+]>C1(C)C=CC=CC=1.C([O-])(=O)C.[Pd+2].C([O-])(=O)C>[Cl:13][C:10]1[CH:11]=[CH:12][C:7]([C:6]2[O:5][N:4]=[C:3]([C:14]([NH:16][CH:17]3[CH2:21][CH2:20][CH2:19][CH2:18]3)=[O:15])[C:2]=2[CH:22]2[CH2:24][CH2:23]2)=[CH:8][CH:9]=1 |f:3.4.5.6,8.9.10|. Procedure: A mixture of 4-bromo-5-(4-chlorophenyl)-N-cyclopentylisoxazole-3-carboxamide (40 mg, 0.11 mmol), cyclopropylboronic acid (22 mg, 0.26 mmol), and tricyclohexylphosphine (6 mg, 0.02 mmol) in toluene (1 mL) was degassed with Argon. 2M aqueous potassium phosphate (0.35 mL, 0.7 mmol) and palladium(II) acetate were added and the reaction heated to 100° C. for 3 hours. The volatiles were removed in vacuo and compound was purified by silica gel chromatography eluting with 2% methanol in dichloromethane ...